This data is from the Open Reaction Database (ORD), a public repository of structured organic reaction records. The task is: describe an organic reaction: reactants, conditions, products, and yield Starting materials: C(N)(=O)C1CC(N(C1)CC1=CC=C(C=C1)Cl)=O (4-carbamoyl-1-(4-chlorobenzyl)pyrrolidin-2-one). Run in C1CCOC1 (THF), C1CCOC1 (THF). Reaction conditions: time 15 hour. Yields the product NCC1CN(CC1)CC1=CC=C(C=C1)Cl (3-(aminomethyl)-1-(4-chlorobenzyl)pyrrolidine). Reaction SMILES: [C:1]([CH:4]1[CH2:8][N:7]([CH2:9][C:10]2[CH:15]=[CH:14][C:13]([Cl:16])=[CH:12][CH:11]=2)[C:6](=O)[CH2:5]1)(=O)[NH2:2]>C1COCC1>[NH2:2][CH2:1][CH:4]1[CH2:5][CH2:6][N:7]([CH2:9][C:10]2[CH:11]=[CH:12][C:13]([Cl:16])=[CH:14][CH:15]=2)[CH2:8]1. Procedure: A 1.0 M THF solution of BH3 (25 mL) was added to a THF (15 mL) solution of 4-carbamoyl-1-(4-chlorobenzyl)pyrrolidin-2-one (1.49 g). The resulting reaction mixture was stirred for 15 hours and cooled to room temperature. The solvent was then removed under reduced pressure. Water (30 mL) and concentrated hydrochloric acid (10 mL) were added, and the mixture was stirred at 100° C. for 2 hours and at room temperature for 1 hour. A 2 M aqueous solution of NaOH (100 mL) was added, and the obtained mix...